Task: describe an organic reaction: reactants, conditions, products, and yield. Dataset: the Open Reaction Database (ORD), a public repository of structured organic reaction records The reactants are C(CCC)[Li] (n-Butyllithium), C(C)(C)(C)OC(N(C)C1=CC(=C(C(=C1)C)CC(CCCl)S(=O)(=O)N1CCC2(OCCO2)CC1)C)=O ({4-[4-chloro-2-(1,4-dioxa-8-aza-spiro[4.5]decane-8-sulfonyl)-butyl]-3,5-dimethyl-phenyl}-methyl-carbamic acid tert-butyl ester), [Cl-].[NH4+] (ammonium chloride). Solvent: C1CCOC1 (THF). Conditions: time 5 minute. The product is C(C)(C)(C)OC(N(C)C1=CC(=C(C(=C1)C)CC1(CC1)S(=O)(=O)N1CCC2(OCCO2)CC1)C)=O ({4-[1-(1,4-dioxa-8-aza-spiro[4.5]decane-8-sulfonyl)-cyclopropylmethyl]-3,5-dimethyl-phenyl}-methyl-carbamic acid tert-butyl ester), O1CCOC12CCN(CC2)S(=O)(=O)C2(CC2)CC2=C(C=C(C=C2C)NC)C ({4-[1-(1,4-dioxa-8-aza-spiro[4.5]decane-8-sulfonyl)-cyclopropylmethyl]-3,5-dimethyl-phenyl}-methyl-amine). RXN SMILES: C([Li])CCC.[C:6]([O:10][C:11](=[O:40])[N:12]([C:14]1[CH:19]=[C:18]([CH3:20])[C:17]([CH2:21][CH:22]([S:26]([N:29]2[CH2:38][CH2:37][C:32]3([O:36][CH2:35][CH2:34][O:33]3)[CH2:31][CH2:30]2)(=[O:28])=[O:27])[CH2:23][CH2:24]Cl)=[C:16]([CH3:39])[CH:15]=1)[CH3:13])([CH3:9])([CH3:8])[CH3:7].[Cl-].[NH4+]>C1COCC1>[C:6]([O:10][C:11](=[O:40])[N:12]([C:14]1[CH:19]=[C:18]([CH3:20])[C:17]([CH2:21][C:22]2([S:26]([N:29]3[CH2:38][CH2:37][C:32]4([O:36][CH2:35][CH2:34][O:33]4)[CH2:31][CH2:30]3)(=[O:28])=[O:27])[CH2:24][CH2:23]2)=[C:16]([CH3:39])[CH:15]=1)[CH3:13])([CH3:9])([CH3:8])[CH3:7].[O:33]1[C:32]2([CH2:31][CH2:30][N:29]([S:26]([C:22]3([CH2:21][C:17]4[C:18]([CH3:20])=[CH:19][C:14]([NH:12][CH3:13])=[CH:15][C:16]=4[CH3:39])[CH2:23][CH2:24]3)(=[O:27])=[O:28])[CH2:38][CH2:37]2)[O:36][CH2:35][CH2:34]1 |f:2.3|. Procedure details: n-Butyllithium (1.6 M solution in hexane, 345 μl, 0.552 mmol) was added to a solution of {4-[4-chloro-2-(1,4-dioxa-8-aza-spiro[4.5]decane-8-sulfonyl)-butyl]-3,5-dimethyl-phenyl}-methyl-carbamic acid tert-butyl ester (115.0 mg, 0.2165 mmol) in THF (3.0 ml) at −78° C. over three minutes. The mixture was stirred at the same temperature for five minutes, and then warmed and further stirred at room temperature for one hour. A 50% saturated aqueous ammonium chloride solution was added, followed by ext... Starting materials: [OH-].[Li+] (lithium hydroxide), NN=CC1=CC=C(C=C1)NC(CCC(=O)NCC(C(=O)[O-])C(=O)[O-])=O ([[4-[[4-(aminoiminomethyl)phenyl]amino]-1,4-dioxobutyl]aminomethyl]propanedioate), C(=O)(C(F)(F)F)O (TFA). Run in O.C(C)#N (water acetonitrile). Conditions: time 30 minute. Yields the product NN=CC1=CC=C(C=C1)NC(CCC(=O)NCC(C(=O)O)C(=O)O)=O ([[[4-[[4-(aminoiminomethyl)phenyl]amino]-1,4-dioxobutyl]amino]methyl]propanedioic acid). Yield: 69.6%. Reaction SMILES: [NH2:1][N:2]=[CH:3][C:4]1[CH:9]=[CH:8][C:7]([NH:10][C:11](=[O:25])[CH2:12][CH2:13][C:14]([NH:16][CH2:17][CH:18]([C:22]([O-:24])=[O:23])[C:19]([O-:21])=[O:20])=[O:15])=[CH:6][CH:5]=1.[OH-].[Li+].C(O)(C(F)(F)F)=O>O.C(#N)C>[NH2:1][N:2]=[CH:3][C:4]1[CH:9]=[CH:8][C:7]([NH:10][C:11](=[O:25])[CH2:12][CH2:13][C:14]([NH:16][CH2:17][CH:18]([C:19]([OH:21])=[O:20])[C:22]([OH:24])=[O:23])=[O:15])=[CH:6][CH:5]=1 |f:1.2,4.5|. Procedure: Dimethyl [[[4-[[4-(aminoiminomethyl)phenyl]amino]-1,4-dioxobutyl]aminomethyl]propanedioate prepared in Example 23, Step 2 (500 mg) was added to water/acetonitrile (20 ml) followed by lithium hydroxide (100 mg) at 25° C. The mixture was stirred for 30 min. The course of the reaction was monitored by RPHPLC. After satisfactory product was formed the reaction was neutralized with TFA and purified by reverse phase chromatography (0.5% TFA water/acetonitrile) to result in 350 mg of a white solid: 1H ... The reactants are OC1=C(C2=C(C(/C(/O2)=C/C2=CN(C3=CC=CC=C23)S(=O)(=O)C2=CC=C(C=C2)C(F)(F)F)=O)C=C1)CN1CCN(CC1)C(=O)OC(C)(C)C (tert-butyl (Z)-4-([6-hydroxy-3-oxo-2-({1-[4-(trifluoromethyl)phenylsulfonyl]-1H-indol-3-yl]methylene)-2,3-dihydrobenzofuran-7-yl}methyl)piperazine-1-carboxylate), FC(C(=O)O)(F)F (trifluoroacetic acid), C(Cl)Cl (methylene chloride). Run at time 8 hour. Yields the product Cl.Cl.OC1=C(C2=C(C(/C(/O2)=C/C2=CN(C3=CC=CC=C23)S(=O)(=O)C2=CC=C(C=C2)C(F)(F)F)=O)C=C1)CN1CCNCC1 ((Z)-6-hydroxy-7-(piperazin-1-ylmethyl)-2-({1-[4-(trifluoromethyl)phenylsulfonyl]-1H-indol-3-yl}methylene)benzofuran-3(2H)-one dihydrochloride). The yield is 64.0%. Reaction SMILES: [OH:1][C:2]1[CH:34]=[CH:33][C:5]2[C:6](=[O:32])/[C:7](=[CH:9]/[C:10]3[C:18]4[C:13](=[CH:14][CH:15]=[CH:16][CH:17]=4)[N:12]([S:19]([C:22]4[CH:27]=[CH:26][C:25]([C:28]([F:31])([F:30])[F:29])=[CH:24][CH:23]=4)(=[O:21])=[O:20])[CH:11]=3)/[O:8][C:4]=2[C:3]=1[CH2:35][N:36]1[CH2:41][CH2:40][N:39](C(OC(C)(C)C)=O)[CH2:38][CH2:37]1.FC(F)(F)C(O)=O.C(Cl)[Cl:57]>>[ClH:57].[ClH:57].[OH:1][C:2]1[CH:34]=[CH:33][C:5]2[C:6](=[O:32])/[C:7](=[CH:9]/[C:10]3[C:18]4[C:13](=[CH:14][CH:15]=[CH:16][CH:17]=4)[N:12]([S:19]([C:22]4[CH:27]=[CH:26][C:25]([C:28]([F:31])([F:29])[F:30])=[CH:24][CH:23]=4)(=[O:21])=[O:20])[CH:11]=3)/[O:8][C:4]=2[C:3]=1[CH2:35][N:36]1[CH2:41][CH2:40][NH:39][CH2:38][CH2:37]1 |f:3.4.5|. Procedure details: A solution of tert-butyl (Z)-4-([6-hydroxy-3-oxo-2-({1-[4-(trifluoromethyl)phenylsulfonyl]-1H-indol-3-yl]methylene)-2,3-dihydrobenzofuran-7-yl}methyl)piperazine-1-carboxylate (0.0500 g, 0.0731 mmol) in methylene chloride (2 mL) was added with trifluoroacetic acid (2 mL), and the mixture was stirred overnight at room temperature. The reaction mixture was concentrated, then a solution of the resulting residue in methanol (4 mL) was added with a 5% solution of hydrogen chloride in methanol (1 mL), ... The reactants are CNC(=O)C1(CCOCC1)C1=CC=C(C=C1)[N+](=O)[O-] (N-methyl-4-(4-nitrophenyl)tetrahydro-2H-pyran-4-carboxamide). Reagents/catalysts: [C].[Pd] (palladium-carbon). Solvent: C(C)O (ethanol). Reaction conditions: time 10 hour. Yields the product NC1=CC=C(C=C1)C1(CCOCC1)C(=O)NC (4-(4-aminophenyl)-N-methyltetrahydro-2H-pyran-4-carboxamide). The yield is 98.0%. Reaction SMILES: [CH3:1][NH:2][C:3]([C:5]1([C:11]2[CH:16]=[CH:15][C:14]([N+:17]([O-])=O)=[CH:13][CH:12]=2)[CH2:10][CH2:9][O:8][CH2:7][CH2:6]1)=[O:4]>C(O)C.[C].[Pd]>[NH2:17][C:14]1[CH:15]=[CH:16][C:11]([C:5]2([C:3]([NH:2][CH3:1])=[O:4])[CH2:6][CH2:7][O:8][CH2:9][CH2:10]2)=[CH:12][CH:13]=1 |f:2.3|. Reported procedure: To a solution of N-methyl-4-(4-nitrophenyl)tetrahydro-2H-pyran-4-carboxamide (380 mg) obtained in Step C of Example 151 in ethanol (20 mL) was added 10% palladium-carbon (100 mg), and the mixture was stirred at room temperature for 10 hr under hydrogen atmosphere (at normal pressures). The palladium-carbon was removed by filtration through Celite, and the solvent was evaporated under reduced pressure. The residue was purified by silica gel column chromatography (NH, hexane/ethyl acetate) to give...